From a dataset of the Open Reaction Database (ORD), a public repository of structured organic reaction records. describe an organic reaction: reactants, conditions, products, and yield Reactants: OCCC1=CC=NC=C1 (4-(2-hydroxyethyl)pyridine). The reagents and catalysts are [Pt]=O (platinum oxide). Run in C(C)(=O)O (acetic acid). Reaction conditions: time 20 hour. Product: N1CCC(CC1)CCO (2-(piperidin-4-yl)-1-ethanol). Isolated yield 0.0%. As a reaction SMILES: [OH:1][CH2:2][CH2:3][C:4]1[CH:9]=[CH:8][N:7]=[CH:6][CH:5]=1>C(O)(=O)C.[Pt]=O>[NH:7]1[CH2:8][CH2:9][CH:4]([CH2:3][CH2:2][OH:1])[CH2:5][CH2:6]1. Procedure: A solution of 4-(2-hydroxyethyl)pyridine (1.8 g, 14.6 mol) in acetic acid (15 ml) containing platinum oxide (200 mg) was hydrogenated for 20 hours at 3.3-4 atmospheres pressure. After filtration, the filtrate was evaporated and azeotroped twice with toluene. The residue was triturated with 2N sodium hydroxide and solid sodium hydroxide was added to adjust the pH to 13. The volatiles were removed under vacuum and the residue was triturated with ether, filtered, washed with methylene chloride, and... Starting materials: CCNc1cc(Cl)c(C(F)(F)F)cc1[N+](=O)[O-], C[O-], CO, CONc1ccccc1, CCO, [Na+]. Product: CCNc1cc(OC)c(C(F)(F)F)cc1[N+](=O)[O-]. RXN SMILES: [CH2:1]([CH3:2])[NH:3][c:4]1[cH:5][c:6]([Cl:17])[c:7]([C:13]([F:14])([F:15])[F:16])[cH:8][c:9]1[N+:10](=[O:11])[O-:12].[CH3:18][O-:19].[CH3:21][OH:22].[CH3:23][O:24][NH:25][c:26]1[cH:27][cH:28][cH:29][cH:30][cH:31]1.[CH3:32][CH2:33][OH:34].[Na+:20]>>[CH2:1]([CH3:2])[NH:3][c:4]1[cH:5][c:6]([O:24][CH3:23])[c:7]([C:13]([F:14])([F:15])[F:16])[cH:8][c:9]1[N+:10](=[O:11])[O-:12]. The reactants are IC=1SC2=CC=3C=C(SC3C=C2C1)I (2,6-Diiodo-1,5-dithia-s-indacene), C(C)(C)(C)OC(=O)N1C(CCC1)C1=NC2=C(N1)C=CC(=C2)B2OC(C(O2)(C)C)(C)C (2-[5-(4,4,5,5-Tetramethyl-[1,3,2]dioxaborolan-2-yl)-1H-benzoimidazol-2-yl]-pyrrolidine-1-carboxylic acid tert-butyl ester), C(=O)([O-])[O-].[K+].[K+] (K2CO3). Reagents/catalysts: C=1C=CC(=CC1)[P](C=2C=CC=CC2)(C=3C=CC=CC3)[Pd]([P](C=4C=CC=CC4)(C=5C=CC=CC5)C=6C=CC=CC6)([P](C=7C=CC=CC7)(C=8C=CC=CC8)C=9C=CC=CC9)[P](C=1C=CC=CC1)(C=1C=CC=CC1)C=1C=CC=CC1 (Pd(PPh3)4). The solvent is C1(=CC=CC=C1)C (toluene), O (water). Run at temperature 140 celsius. Yields the product C(C)(C)(C)OC(=O)N1C(CCC1)C1=NC2=C(N1)C=CC(=C2)C=2SC1=CC=3C=C(SC3C=C1C2)C2=CC1=C(NC(=N1)C1N(CCC1)C(=O)OC(C)(C)C)C=C2 (2-(5-{6-[2-(1-Boc-pyrrolidin-2-yl)-1H-benzoimidazol-5-yl]-1,5-dithia-s-indacen-2-yl}-1H-benzoimidazol-2-yl)-pyrrolidine-1-carboxylic acid tert-butyl ester). Isolated yield 36.3%. Reaction SMILES: I[C:2]1[S:3][C:4]2[C:12]([CH:13]=1)=[CH:11][C:10]1[S:9][C:8](I)=[CH:7][C:6]=1[CH:5]=2.[C:15]([O:19][C:20]([N:22]1[CH2:26][CH2:25][CH2:24][CH:23]1[C:27]1[NH:31][C:30]2[CH:32]=[CH:33][C:34](B3OC(C)(C)C(C)(C)O3)=[CH:35][C:29]=2[N:28]=1)=[O:21])([CH3:18])([CH3:17])[CH3:16].[C:45]([O-:48])([O-])=[O:46].[K+].[K+]>C1(C)C=CC=CC=1.O.C1C=CC([P]([Pd]([P](C2C=CC=CC=2)(C2C=CC=CC=2)C2C=CC=CC=2)([P](C2C=CC=CC=2)(C2C=CC=CC=2)C2C=CC=CC=2)[P](C2C=CC=CC=2)(C2C=CC=CC=2)C2C=CC=CC=2)(C2C=CC=CC=2)C2C=CC=CC=2)=CC=1>[C:15]([O:19][C:20]([N:22]1[CH2:26][CH2:25][CH2:24][CH:23]1[C:27]1[NH:28][C:29]2[CH:35]=[CH:34][C:33]([C:2]3[S:3][C:4]4[C:12]([CH:13]=3)=[CH:11][C:10]3[S:9][C:8]([C:34]5[CH:33]=[CH:32][C:30]6[NH:31][C:27]([CH:23]7[CH2:24][CH2:25][CH2:26][N:22]7[C:45]([O:48][C:15]([CH3:16])([CH3:17])[CH3:18])=[O:46])=[N:28][C:29]=6[CH:35]=5)=[CH:7][C:6]=3[CH:5]=4)=[CH:32][C:30]=2[N:31]=1)=[O:21])([CH3:18])([CH3:16])[CH3:17] |f:2.3.4,^1:62,64,83,102|. Procedure details: 2,6-Diiodo-1,5-dithia-s-indacene (117 mg, 0.263 mmol), 2-[5-(4,4,5,5-Tetramethyl-[1,3,2]dioxaborolan-2-yl)-1H-benzoimidazol-2-yl]-pyrrolidine-1-carboxylic acid tert-butyl ester (109 mg, 0.263 mmol), Pd(PPh3)4 (9.1 mg), K2CO3 (69 mg, 0.52 mmol), were dissolved in toluene (5 mL)/water (1 mL) under an argon atmosphere. The mixture was heated for 30 minutes at 130° C. (microwave) and 30 minutes at 140° C. Removed all volatiles in vacuo and purified via silica gel chromatography (eluent: EtOAc/hexane... Starting materials: NC(C(C(=O)O)NC(C)C(=O)N1[C@H](C(=O)O)CCC1)CC(C)C (N-(2-amino-1-carboxy-4-methylpentyl)-D,L-alanyl-L-proline), C(C1=CC=CC=C1)(=O)Cl (benzoyl chloride). Yields the product C(C1=CC=CC=C1)(=O)NC(C(C(=O)O)NC(C)C(=O)N1[C@H](C(=O)O)CCC1)CC(C)C (N-(2-benzamido-1-carboxy-4-methylpentyl)-D,L-alanyl-L-proline). As a reaction SMILES: [NH2:1][CH:2]([CH2:20][CH:21]([CH3:23])[CH3:22])[CH:3]([NH:7][CH:8]([C:10]([N:12]1[CH2:19][CH2:18][CH2:17][C@H:13]1[C:14]([OH:16])=[O:15])=[O:11])[CH3:9])[C:4]([OH:6])=[O:5].[C:24](Cl)(=[O:31])[C:25]1[CH:30]=[CH:29][CH:28]=[CH:27][CH:26]=1>>[C:24]([NH:1][CH:2]([CH2:20][CH:21]([CH3:23])[CH3:22])[CH:3]([NH:7][CH:8]([C:10]([N:12]1[CH2:19][CH2:18][CH2:17][C@H:13]1[C:14]([OH:16])=[O:15])=[O:11])[CH3:9])[C:4]([OH:6])=[O:5])(=[O:31])[C:25]1[CH:30]=[CH:29][CH:28]=[CH:27][CH:26]=1. Procedure: A solution of N-(2-amino-1-carboxy-4-methylpentyl)-D,L-alanyl-L-proline (prepared as described in Example 78) in aqueous alkali is treated with benzoyl chloride to yield N-(2-benzamido-1-carboxy-4-methylpentyl)-D,L-alanyl-L-proline. The mass spectrum of disilylated material had peaks at 562 (M+ -15), 460,389 (base peak), 364,242 and 174 m/e.